This data is from the Open Reaction Database (ORD), a public repository of structured organic reaction records. The task is: describe an organic reaction: reactants, conditions, products, and yield The reactants are C=CCN(CC(O)Cc1ccccc1)C(=O)c1cc(I)ccc1O, C1CCOC1, CCOC(=O)N=NC(=O)OCC, c1ccc(P(c2ccccc2)c2ccccc2)cc1. Product: C=CCN1CC(Cc2ccccc2)Oc2ccc(I)cc2C1=O. Reaction SMILES: [CH2:1]([CH:2]=[CH2:3])[N:4]([C:5]([c:6]1[c:7]([OH:13])[cH:8][cH:9][c:10]([I:12])[cH:11]1)=[O:14])[CH2:15][CH:16]([CH2:17][c:18]1[cH:19][cH:20][cH:21][cH:22][cH:23]1)[OH:24].[CH2:56]1[O:57][CH2:58][CH2:59][CH2:60]1.[O:44]=[C:45]([O:46][CH2:47][CH3:48])[N:49]=[N:50][C:51]([O:52][CH2:53][CH3:54])=[O:55].[c:25]1([P:26]([c:27]2[cH:28][cH:29][cH:30][cH:31][cH:32]2)[c:33]2[cH:34][cH:35][cH:36][cH:37][cH:38]2)[cH:39][cH:40][cH:41][cH:42][cH:43]1>>[CH2:1]([CH:2]=[CH2:3])[N:4]1[C:5](=[O:14])[c:6]2[c:7]([cH:8][cH:9][c:10]([I:12])[cH:11]2)[O:24][CH:16]([CH2:17][c:18]2[cH:19][cH:20][cH:21][cH:22][cH:23]2)[CH2:15]1. Starting materials: N1N=NC(=C1)CN(C=1C(N(N=C(C1)OC[C@@H]1[C@H](C1)C1=NC=C(C=C1)OC)C)=O)CC1=CC=C(C=C1)OC (4-(((1H-1,2,3-triazol-4-yl)methyl)(4-methoxybenzyl)amino)-6-(((1S,2S)-2-(5-methoxypyridin-2-yl)cyclopropyl)methoxy)-2-methylpyridazin-3(2H)-one), [H-].[Na+] (NaH), COC1=CC=C(CN(C=2C(N(N=C(C2)OC[C@@H]2[C@H](C2)C2=NC=C(C=C2)OC)C)=O)CC2=NN(N=C2)C)C=C1 (4-((4-methoxybenzyl)((2-methyl-2H-1,2,3-triazol-4-yl)methyl)amino)-6-(((1S,2S)-2-(5-methoxypyridin-2-yl)cyclopropyl)methoxy)-2-methylpyridazin-3(2H)-one), CI (MeI). Solvent: C1CCOC1 (THF), O (H2O), CCOC(=O)C (EtOAc). Conditions: time 10 minute. Yields the product COC1=CC=C(CN(C=2C(N(N=C(C2)OC[C@@H]2[C@H](C2)C2=NC=C(C=C2)OC)C)=O)CC=2N=NN(C2)C)C=C1 (4-((4-methoxybenzyl)((1-methyl-1H-1,2,3-triazol-4-yl)methyl)amino)-6-(((1S,2S)-2-(5-methoxypyridin-2-yl)cyclopropyl)methoxy)-2-methylpyridazin-3(2H)-one). Yield: 53.0%. RXN SMILES: [NH:1]1[CH:5]=[C:4]([CH2:6][N:7]([CH2:29][C:30]2[CH:35]=[CH:34][C:33]([O:36][CH3:37])=[CH:32][CH:31]=2)[C:8]2[C:9](=[O:28])[N:10]([CH3:27])[N:11]=[C:12]([O:14][CH2:15][C@H:16]3[CH2:18][C@@H:17]3[C:19]3[CH:24]=[CH:23][C:22]([O:25][CH3:26])=[CH:21][N:20]=3)[CH:13]=2)[N:3]=[N:2]1.[H-].[Na+].CI.[CH3:42]OC1C=CC(CN(CC2C=NN(C)N=2)C2C(=O)N(C)N=C(OC[C@H]3C[C@@H]3C3C=CC(OC)=CN=3)C=2)=CC=1>C1COCC1.O.CCOC(C)=O>[CH3:37][O:36][C:33]1[CH:34]=[CH:35][C:30]([CH2:29][N:7]([CH2:6][C:4]2[N:3]=[N:2][N:1]([CH3:42])[CH:5]=2)[C:8]2[C:9](=[O:28])[N:10]([CH3:27])[N:11]=[C:12]([O:14][CH2:15][C@H:16]3[CH2:18][C@@H:17]3[C:19]3[CH:24]=[CH:23][C:22]([O:25][CH3:26])=[CH:21][N:20]=3)[CH:13]=2)=[CH:31][CH:32]=1 |f:1.2|. Reported procedure: To a solution of compound 2 (100 mg, 0.20 mmol) in THF (20 mL) was added NaH (12 mg, 0.30 mmol) at 0° C. After stirred for 10 min, MeI (57 mg, 0.40 mmol) was added. The mixture was stirred for 2 h at room temperature and then diluted with H2O (20 mL) and EtOAc (50 mL). The organic phase was washed with H2O and brine, dried over Na2SO4, filtered and concentrated. The residue was purified by prep-TLC using PE/EtOAc=4/1 to give 4-((4-methoxybenzyl)((1-methyl-1H-1,2,3-triazol-4-yl)methyl)amino)-6-((... As a reaction SMILES: [CH2:37]1[O:38][CH2:39][CH2:40][CH2:41]1.[CH3:27][Si:28]([N-:29][Si:30]([CH3:31])([CH3:32])[CH3:33])([CH3:34])[CH3:35].[Cl:18][c:19]1[n:20][cH:21][cH:22][n:23][c:24]1[Cl:25].[Li+:26].[N:1]1([C:11](=[O:12])[O:13][C:14]([CH3:15])([CH3:16])[CH3:17])[CH2:2][CH2:3][CH:4]([C:7](=[O:8])[O:9][CH3:10])[CH2:5][CH2:6]1.[OH2:36]>>[N:1]1([C:11](=[O:12])[O:13][C:14]([CH3:15])([CH3:16])[CH3:17])[CH2:2][CH2:3][C:4]([C:7](=[O:8])[O:9][CH3:10])([c:24]2[c:19]([Cl:18])[n:20][cH:21][cH:22][n:23]2)[CH2:5][CH2:6]1. Starting materials: C1CCOC1, C[Si](C)(C)[N-][Si](C)(C)C, Clc1nccnc1Cl, [Li+], COC(=O)C1CCN(C(=O)OC(C)(C)C)CC1, O. Yields the product COC(=O)C1(c2nccnc2Cl)CCN(C(=O)OC(C)(C)C)CC1. Starting materials: CN1C(C2=CC=CC=C2C(=N1)C1=CC=C(C=C1)[N+](=O)[O-])=O (2-methyl-4-(4-nitrophenyl)-1-(2H)-phthalazinone). The reagents and catalysts are [Pd] (Pd/C). The solvent is C(C)O (ethanol). Run at time 2 hour. The product is CN1C(C2=CC=CC=C2C(=N1)C1=CC=C(C=C1)N)=O (2-methyl-4-(4-aminophenyl)-1-(2H)-phthalazinone). Yield: 99.3%. As a reaction SMILES: [CH3:1][N:2]1[N:11]=[C:10]([C:12]2[CH:17]=[CH:16][C:15]([N+:18]([O-])=O)=[CH:14][CH:13]=2)[C:9]2[C:4](=[CH:5][CH:6]=[CH:7][CH:8]=2)[C:3]1=[O:21]>C(O)C.[Pd]>[CH3:1][N:2]1[N:11]=[C:10]([C:12]2[CH:17]=[CH:16][C:15]([NH2:18])=[CH:14][CH:13]=2)[C:9]2[C:4](=[CH:5][CH:6]=[CH:7][CH:8]=2)[C:3]1=[O:21]. Procedure: To a suspension of 2-methyl-4-(4-nitrophenyl)-1-(2H)-phthalazinone (3.0 g, 10.7 mmol) in ethanol (150 mL) under N2 was added 10% Pd/C (0.75 g). The mixture was hydrogenated on a Parr hydrogenator at 50 psi for 2 hours, the catalyst was removed by filtration and the solvent was removed in vacuo to afford 2.67 g (97%) of 2-methyl-4-(4-aminophenyl)-1-(2H)-phthalazinone as a yellow solid. The reactants are FC(C=1C=C(C(=O)O)C=CC1)(F)F (3-trifluoromethylbenzoic acid), S(=O)(Cl)Cl (thionyl chloride), C(C1=CC=CC=C1)[C@H]1NCC[C@@H](C1)N(C(C(F)(F)F)=O)CC1=CC=NC2=CC=CC=C12 ((2R*,4S*)-2-benzyl-N-(4-quinolylmethyl)-N-trifluoroacetyl-4-piperidinamine), N (ammonia). Solvent: C(Cl)Cl.CO (methylene chloride methanol). The product is C(C1=CC=CC=C1)[C@H]1N(CC[C@@H](C1)N(C(C(F)(F)F)=O)CC1=CC=NC2=CC=CC=C12)C(C1=CC(=CC=C1)C(F)(F)F)=O ((2R*,4S*)-2-Benzyl-1-(3-trifluoromethylbenzoyl)-N-(4-quinolylmethyl)-N-trifluoroacetyl-4-piperidinamine). As a reaction SMILES: [F:1][C:2]([F:13])([F:12])[C:3]1[CH:4]=[C:5]([CH:9]=[CH:10][CH:11]=1)[C:6]([OH:8])=O.S(Cl)(Cl)=O.[CH2:18]([C@@H:25]1[CH2:30][C@@H:29]([N:31]([CH2:38][C:39]2[C:48]3[C:43](=[CH:44][CH:45]=[CH:46][CH:47]=3)[N:42]=[CH:41][CH:40]=2)[C:32](=[O:37])[C:33]([F:36])([F:35])[F:34])[CH2:28][CH2:27][NH:26]1)[C:19]1[CH:24]=[CH:23][CH:22]=[CH:21][CH:20]=1.N>C(Cl)Cl.CO>[CH2:18]([C@@H:25]1[CH2:30][C@@H:29]([N:31]([CH2:38][C:39]2[C:48]3[C:43](=[CH:44][CH:45]=[CH:46][CH:47]=3)[N:42]=[CH:41][CH:40]=2)[C:32](=[O:37])[C:33]([F:35])([F:36])[F:34])[CH2:28][CH2:27][N:26]1[C:6](=[O:8])[C:5]1[CH:9]=[CH:10][CH:11]=[C:3]([C:2]([F:1])([F:13])[F:12])[CH:4]=1)[C:19]1[CH:20]=[CH:21][CH:22]=[CH:23][CH:24]=1 |f:4.5|. Procedure: 106 mg (0.56 mmol) of 3-trifluoromethylbenzoic acid are reacted in analogy to Example 2j first with 58 μl (0.795 mmol) of thionyl chloride and subsequently with 200 mg (0.468 mmol) of (2R*,4S*)-2-benzyl-N-(4-quinolylmethyl)-N-trifluoroacetyl-4-piperidinamine to give the product. TLC: methylene chloride/methanol/conc. ammonia (700:50:1) Rf =0.56, FD-MS: M+ =599. Run in C(C)O (ethanol), O (water). Reaction SMILES: [O:1]1[CH2:6][CH2:5][N:4]([C:7]2[C:8]([NH2:26])=[N:9][C:10]3[C:15]([CH:16]=2)=[CH:14][C:13](B2OC(C)(C)C(C)(C)O2)=[CH:12][CH:11]=3)[CH2:3][CH2:2]1.Br[C:28]1[C:33]([CH3:34])=[CH:32][CH:31]=[CH:30][C:29]=1[C:35]1[CH:40]=[CH:39][CH:38]=[C:37]([C:41]([F:44])([F:43])[F:42])[CH:36]=1.C1(P(C2CCCCC2)C2C=CC=CC=2C2C(C(C)C)=CC(C(C)C)=CC=2C(C)C)CCCCC1.P([O-])([O-])([O-])=O.[K+].[K+].[K+]>C(O)C.C1C=CC(P(C2C=CC=CC=2)[C-]2C=CC=C2)=CC=1.C1C=CC(P(C2C=CC=CC=2)[C-]2C=CC=C2)=CC=1.Cl[Pd]Cl.[Fe+2].C(Cl)Cl.O>[CH3:34][C:33]1[C:28]([C:13]2[CH:14]=[C:15]3[C:10](=[CH:11][CH:12]=2)[N:9]=[C:8]([NH2:26])[C:7]([N:4]2[CH2:3][CH2:2][O:1][CH2:6][CH2:5]2)=[CH:16]3)=[C:29]([C:35]2[CH:40]=[CH:39][CH:38]=[C:37]([C:41]([F:42])([F:43])[F:44])[CH:36]=2)[CH:30]=[CH:31][CH:32]=1 |f:3.4.5.6,8.9.10.11.12|. The reactants are O1CCN(CC1)C=1C(=NC2=CC=C(C=C2C1)B1OC(C(O1)(C)C)(C)C)N (3-morpholino-6-(4,4,5,5-tetramethyl-1,3,2-dioxaborolan-2-yl)quinolin-2-amine), BrC1=C(C=CC=C1C)C1=CC(=CC=C1)C(F)(F)F (2-bromo-3-methyl-3′-(trifluoromethyl)biphenyl), C1(CCCCC1)P(C1=C(C=CC=C1)C1=C(C=C(C=C1C(C)C)C(C)C)C(C)C)C1CCCCC1 (dicyclohexyl(2′,4′,6′-triisopropylbiphenyl-2-yl)phosphine), P(=O)([O-])([O-])[O-].[K+].[K+].[K+] (potassium phosphate). Reported procedure: A solution of 3-morpholino-6-(4,4,5,5-tetramethyl-1,3,2-dioxaborolan-2-yl)quinolin-2-amine (50 mg, 0.141 mmol, prepared as in Example 2, Step 1-2), 2-bromo-3-methyl-3′-(trifluoromethyl)biphenyl (66.5 mg, 0.211 mmol), dicyclohexyl(2′,4′,6′-triisopropylbiphenyl-2-yl)phosphine (13.42 mg, 0.028 mmol), potassium phosphate (90 mg, 0.422 mmol) and PdCl2(dppf)-CH2Cl2 adduct (5.15 mg, 7.04 mmol) in ethanol (1206 μL)/water (201 μL) was heated in a sealed tube in the microwave at 140° C. for 20 min. The re... The reagents and catalysts are C1=CC=C(C=C1)P([C-]2C=CC=C2)C3=CC=CC=C3.C1=CC=C(C=C1)P([C-]2C=CC=C2)C3=CC=CC=C3.Cl[Pd]Cl.[Fe+2].C(Cl)Cl (PdCl2(dppf) CH2Cl2). Product: CC=1C(=C(C=CC1)C1=CC(=CC=C1)C(F)(F)F)C=1C=C2C=C(C(=NC2=CC1)N)N1CCOCC1 (6-(3-methyl-3′-(trifluoromethyl)biphenyl-2-yl)-3-morpholinoquinolin-2-amine). Reactants: CCOC(=O)c1cnc(Nc2ccccc2OCC)[nH]c1=O, CC(=O)O, [Na+], [OH-], O. Product: CCOc1ccccc1Nc1ncc(C(=O)O)c(=O)[nH]1. RXN SMILES: [CH2:1]([CH3:2])[O:3][c:4]1[c:5]([NH:6][c:7]2[nH:8][c:9](=[O:18])[c:10]([C:13](=[O:14])[O:15][CH2:16][CH3:17])[cH:11][n:12]2)[cH:19][cH:20][cH:21][cH:22]1.[CH3:25][C:26](=[O:27])[OH:28].[Na+:24].[OH-:23].[OH2:29]>>[CH2:1]([CH3:2])[O:3][c:4]1[c:5]([NH:6][c:7]2[nH:8][c:9](=[O:18])[c:10]([C:13](=[O:14])[OH:15])[cH:11][n:12]2)[cH:19][cH:20][cH:21][cH:22]1.